This data is from the Open Reaction Database (ORD), a public repository of structured organic reaction records. The task is: describe an organic reaction: reactants, conditions, products, and yield The reactants are O=C([O-])[O-], CI, O=C(c1ccc(Cl)cc1)c1ccc(Cn2ccc3c(=O)[nH]nc(Cl)c32)cc1, [K+], [K+], CN(C)C=O, O. Yields the product Cn1nc(Cl)c2c(ccn2Cc2ccc(C(=O)c3ccc(Cl)cc3)cc2)c1=O. Reaction SMILES: [C:28](=[O:29])([O-:30])[O-:31].[CH3:34][I:35].[Cl:1][c:2]1[cH:3][cH:4][c:5]([C:6](=[O:7])[c:8]2[cH:9][cH:10][c:11]([CH2:12][n:13]3[cH:14][cH:15][c:16]4[c:17]3[c:18]([Cl:23])[n:19][nH:20][c:21]4=[O:22])[cH:24][cH:25]2)[cH:26][cH:27]1.[K+:32].[K+:33].[O:36]=[CH:37][N:38]([CH3:39])[CH3:40].[OH2:41]>>[Cl:1][c:2]1[cH:3][cH:4][c:5]([C:6](=[O:7])[c:8]2[cH:9][cH:10][c:11]([CH2:12][n:13]3[cH:14][cH:15][c:16]4[c:17]3[c:18]([Cl:23])[n:19][n:20]([CH3:28])[c:21]4=[O:22])[cH:24][cH:25]2)[cH:26][cH:27]1.